describe an organic reaction: reactants, conditions, products, and yield From a dataset of the Open Reaction Database (ORD), a public repository of structured organic reaction records. Reactants: Cl (HCl), COC1=CC2=C(NC(=NS2(=O)=O)C)C=C1 (7-methoxy-3-methyl-4H-1,2,4-benzothiadiazine-1,1-dioxide). The solvent is ice. The product is OC1=CC2=C(NC(=NS2(=O)=O)C)C=C1 (7-hydroxy-3-methyl-4H-1,2,4-benzothiadiazine-1,1-dioxide). Yield: 74.6%. As a reaction SMILES: Cl.C[O:3][C:4]1[CH:16]=[CH:15][C:7]2[NH:8][C:9]([CH3:14])=[N:10][S:11](=[O:13])(=[O:12])[C:6]=2[CH:5]=1>>[OH:3][C:4]1[CH:16]=[CH:15][C:7]2[NH:8][C:9]([CH3:14])=[N:10][S:11](=[O:13])(=[O:12])[C:6]=2[CH:5]=1. Procedure: HCl (20 g) is heated to 210° C. and 5 g of 7-methoxy-3-methyl-4H-1,2,4-benzothiadiazine-1,1-dioxide are added. This mixture was kept at about 210° C. for about 11/2 hours. The mixture was then cooled slightly and about 60 ml of ice cold water was added with stirring. This mixture was filtered and the solid washed with 25 ml. of cold water and dried yielding 3.5 g of 7-hydroxy-3-methyl-4H-1,2,4-benzothiadiazine-1,1-dioxide (A). An additional 0.63 g of A was recovered from the filtrate to allowing...